From a dataset of the Open Reaction Database (ORD), a public repository of structured organic reaction records. describe an organic reaction: reactants, conditions, products, and yield The reactants are CC1(OC2=C(C1)C(=C(C(=C2C)C)N)C)CN2CCNCC2 (2,3-dihydro-2,4,6,7-tetramethyl-2-[(1-piperazinyl)methyl]-5-benzofuranamine), [N+](=O)([O-])C1=CC=C(C(=O)O)C=C1 (4-nitrobenzoic acid). The product is CC1(OC2=C(C1)C(=C(C(=C2C)C)N)C)CN2CCN(CC2)C(C2=CC=C(C=C2)[N+](=O)[O-])=O (2,3-Dihydro-2,4,6,7-tetramethyl-2-[[4-(4-nitrobenzoyl)-1-piperazinyl]methyl]-5-benzofuranamine). The yield is 51.0%. Reaction SMILES: [CH3:1][C:2]1([CH2:15][N:16]2[CH2:21][CH2:20][NH:19][CH2:18][CH2:17]2)[CH2:6][C:5]2[C:7]([CH3:14])=[C:8]([NH2:13])[C:9]([CH3:12])=[C:10]([CH3:11])[C:4]=2[O:3]1.[N+:22]([C:25]1[CH:33]=[CH:32][C:28]([C:29](O)=[O:30])=[CH:27][CH:26]=1)([O-:24])=[O:23]>>[CH3:1][C:2]1([CH2:15][N:16]2[CH2:21][CH2:20][N:19]([C:29](=[O:30])[C:28]3[CH:27]=[CH:26][C:25]([N+:22]([O-:24])=[O:23])=[CH:33][CH:32]=3)[CH2:18][CH2:17]2)[CH2:6][C:5]2[C:7]([CH3:14])=[C:8]([NH2:13])[C:9]([CH3:12])=[C:10]([CH3:11])[C:4]=2[O:3]1. Reported procedure: Using 2,3-dihydro-2,4,6,7-tetramethyl-2-[(1-piperazinyl)methyl]-5-benzofuranamine and 4-nitrobenzoic acid, the procedure of Example 10, presented hereinafter, was otherwise followed to provide the title compound. Yield 51%. Reactants: [F-].C(CCC)[N+](CCCC)(CCCC)CCCC (tetrabutylammonium fluoride), solution, C1(=CC=CC=C1)COC=1C=C(C=CC1)C1=CC=C2C(=NN(C2=C1)COCC[Si](C)(C)C)NC(CCC)=O (N-[6-[3-(phenylmethoxy)phenyl]-1-[[2-(trimethylsilyl)ethoxy]-methyl]-1H-indazol-3-yl]butanamide). Solvent: O1CCCC1 (tetrahydrofuran), O1CCCC1 (tetrahydrofuran), C(C)(=O)OCC (ethyl acetate). Product: C1(=CC=CC=C1)COC=1C=C(C=CC1)C1=CC=C2C(=NNC2=C1)NC(CCC)=O (N-[6-[3-(phenylmethoxy)phenyl]-1H-indazol-3-yl]butanamide). Yield: 57.5%. RXN SMILES: [F-].C([N+](CCCC)(CCCC)CCCC)CCC.[C:19]1([CH2:25][O:26][C:27]2[CH:28]=[C:29]([C:33]3[CH:41]=[C:40]4[C:36]([C:37]([NH:50][C:51](=[O:55])[CH2:52][CH2:53][CH3:54])=[N:38][N:39]4COCC[Si](C)(C)C)=[CH:35][CH:34]=3)[CH:30]=[CH:31][CH:32]=2)[CH:24]=[CH:23][CH:22]=[CH:21][CH:20]=1>O1CCCC1.C(OCC)(=O)C>[C:19]1([CH2:25][O:26][C:27]2[CH:28]=[C:29]([C:33]3[CH:41]=[C:40]4[C:36]([C:37]([NH:50][C:51](=[O:55])[CH2:52][CH2:53][CH3:54])=[N:38][NH:39]4)=[CH:35][CH:34]=3)[CH:30]=[CH:31][CH:32]=2)[CH:24]=[CH:23][CH:22]=[CH:21][CH:20]=1 |f:0.1|. Procedure details: 2.9 cm3 of tetrabutylammonium fluoride as a 1M solution in tetrahydrofuran are added to 1 g of N-[6-[3-(phenylmethoxy)phenyl]-1-[[2-(trimethylsilyl)ethoxy]-methyl]-1H-indazol-3-yl]butanamide, described previously, in 20 cm3 of tetrahydrofuran, and the mixture is refluxed for 18 hours. The reaction medium is diluted with 100 cm3 of ethyl acetate and the organic phase is washed successively with 50 cm3 of saturated sodium hydrogen carbonate solution, with 2×50 cm3 of water and with 50 cm3 of satur...